The task is: describe an organic reaction: reactants, conditions, products, and yield. This data is from the Open Reaction Database (ORD), a public repository of structured organic reaction records. Starting materials: FC(C1=NC(=NC=C1)N1CCC(CC1)CNC(=O)C1=CC=C(C(=O)O)C=C1)(F)F (4-{[({1-[4-(trifluoromethyl)pyrimidin-2-yl]piperidin-4-yl}methyl)amino]carbonyl}benzoic acid), FC(C1=NC(=NC=C1)N1CCC(CC1)CNC(=O)C1=CC=C(C(=O)O)C=C1)(F)F (4-{[({1-[4-(trifluoromethyl)pyrimidin-2-yl]piperidin-4-yl}methyl)amino]carbonyl}benzoic acid), BrC1=CC(=CC=2N=C(OC21)C2=CC=C(C(=O)[O-])C=C2)C#N (4-(7-bromo-5-cyano-1,3-benzoxazol-2-yl)benzoate), BrC1=CC(=CC=2N=C(OC21)C2=CC=C(C(=O)[O-])C=C2)C#N (4-(7-bromo-5-cyano-1,3-benzoxazol-2-yl)benzoate). Yields the product BrC1=CC(=CC=2N=C(OC21)C2=CC=C(C(=O)NCC1CCN(CC1)C1=NC=CC(=N1)C(F)(F)F)C=C2)C#N (4-(7-Bromo-5-cyano-1,3-benzoxazol-2-yl)-N-({1-[4-(trifluoromethyl)pyrimidin-2-yl]piperidin-4-yl}methyl)benzamide). Reaction SMILES: [F:1][C:2]([F:29])([F:28])[C:3]1[CH:8]=[CH:7][N:6]=[C:5]([N:9]2[CH2:14][CH2:13][CH:12]([CH2:15][NH:16][C:17]([C:19]3[CH:27]=[CH:26][C:22]([C:23]([OH:25])=O)=[CH:21][CH:20]=3)=[O:18])[CH2:11][CH2:10]2)[N:4]=1.[Br:30][C:31]1[C:39]2OC(C3C=CC(C([O-])=O)=CC=3)=[N:36][C:35]=2[CH:34]=[C:33]([C:49]#[N:50])[CH:32]=1>>[Br:30][C:31]1[C:39]2[O:25][C:23]([C:22]3[CH:26]=[CH:27][C:19]([C:17]([NH:16][CH2:15][CH:12]4[CH2:13][CH2:14][N:9]([C:5]5[N:4]=[C:3]([C:2]([F:29])([F:1])[F:28])[CH:8]=[CH:7][N:6]=5)[CH2:10][CH2:11]4)=[O:18])=[CH:20][CH:21]=3)=[N:36][C:35]=2[CH:34]=[C:33]([C:49]#[N:50])[CH:32]=1. Procedure: The title compound was prepared from 4-{[({1-[4-(trifluoromethyl)pyrimidin-2-yl]piperidin-4-yl}methyl)amino]carbonyl}benzoic acid (INTERMEDIATE 25) and 3-amino-5-bromo-4-hydroxybenzonitrile (INTERMEDIATE 1, Step B) by a procedure analogous to that described in Example 109. Mass spectrum (ESI) 587.0 (M+3). Reactants: CN(C(C1=C(C=CC(=C1)N1N=NN=C1)OC)=O)CC(CCS(=O)(=O)C)C1=CC=C(C=C1)F (N-methyl-N-(2-(4-fluorophenyl)-4-methanesulfonylbutyl)-2-methoxy-5-(1H-tetrazol-1-yl)benzamide), I.FC(COCCN1C(=NC2=C1C=CC=C2)C(=O)C2CCNCC2)(F)F (4-(1-(2-(2,2,2-trifluoroethoxy)ethyl)-1H-benzimidazole-2-carbonyl)piperidine hydriodic acid salt). Product: CN(C(C1=C(C=CC(=C1)N1N=NN=C1)OC)=O)CC(CCN1CCC(CC1)C(=O)C1=NC2=C(N1CCOCC(F)(F)F)C=CC=C2)C2=CC=C(C=C2)F (N-Methyl-N-(4-(4-(1-(2-(2,2,2-trifluoroethoxy)ethyl)-1H-benzimidazole-2-carbonyl)piperidin-1-yl)-2-(4-fluorophenyl)butyl)-2-methoxy-5-(1H-tetrazol-1-yl)benzamide). RXN SMILES: [CH3:1][N:2]([CH2:18][CH:19]([C:26]1[CH:31]=[CH:30][C:29]([F:32])=[CH:28][CH:27]=1)[CH2:20][CH2:21]S(C)(=O)=O)[C:3](=[O:17])[C:4]1[CH:9]=[C:8]([N:10]2[CH:14]=[N:13][N:12]=[N:11]2)[CH:7]=[CH:6][C:5]=1[O:15][CH3:16].I.[F:34][C:35]([F:58])([F:57])[CH2:36][O:37][CH2:38][CH2:39][N:40]1[C:44]2[CH:45]=[CH:46][CH:47]=[CH:48][C:43]=2[N:42]=[C:41]1[C:49]([CH:51]1[CH2:56][CH2:55][NH:54][CH2:53][CH2:52]1)=[O:50]>>[CH3:1][N:2]([CH2:18][CH:19]([C:26]1[CH:31]=[CH:30][C:29]([F:32])=[CH:28][CH:27]=1)[CH2:20][CH2:21][N:54]1[CH2:55][CH2:56][CH:51]([C:49]([C:41]2[N:40]([CH2:39][CH2:38][O:37][CH2:36][C:35]([F:58])([F:34])[F:57])[C:44]3[CH:45]=[CH:46][CH:47]=[CH:48][C:43]=3[N:42]=2)=[O:50])[CH2:52][CH2:53]1)[C:3](=[O:17])[C:4]1[CH:9]=[C:8]([N:10]2[CH:14]=[N:13][N:12]=[N:11]2)[CH:7]=[CH:6][C:5]=1[O:15][CH3:16] |f:1.2|. Procedure: Prepare by the method of Example 1.7 using N-methyl-N-(2-(4-fluorophenyl)-4-methanesulfonylbutyl)-2-methoxy-5-(1H-tetrazol-1-yl)benzamide and 4-(1-(2-(2,2,2-trifluoroethoxy)ethyl)-1H-benzimidazole-2-carbonyl)piperidine hydriodic acid salt to give the title compound.